The task is: describe an organic reaction: reactants, conditions, products, and yield. This data is from the Open Reaction Database (ORD), a public repository of structured organic reaction records. Starting materials: O=C(C(C(CC)(C)C)=O)N1[C@@H](CCC1)C(=O)[O-] ((2S)-1-(1,2-dioxo-3,3-dimethylpentyl)-2-pyrrolidinecarboxylate), [Li+].[OH-] (LiOH), CO (methanol), Cl (HCl). The solvent is O (water). Yields the product O=C(C(C(CC)(C)C)=O)N1[C@@H](CCC1)C(=O)O ((2S)-1-(1,2-dioxo-3,3-dimethylpentyl)-2-pyrrolidinecarboxylic acid). Reaction SMILES: [O:1]=[C:2]([N:10]1[CH2:14][CH2:13][CH2:12][C@H:11]1[C:15]([O-:17])=[O:16])[C:3](=[O:9])[C:4]([CH3:8])([CH3:7])[CH2:5][CH3:6].[Li+].[OH-].CO.Cl>O>[O:1]=[C:2]([N:10]1[CH2:14][CH2:13][CH2:12][C@H:11]1[C:15]([OH:17])=[O:16])[C:3](=[O:9])[C:4]([CH3:7])([CH3:8])[CH2:5][CH3:6] |f:1.2|. Procedure: Amixtureofmethyl (2S)-1-(1,2-dioxo-3,3-dimethylpentyl)-2-pyrrolidinecarboxylate (2.10 g; 8.23 mmol), 1N LiOH (15 mL), and methanol (50 mL) was stirred at 0° C. for 30 minutes and at room temperature overnight. The mixture was acidified to pH 1 with 1 N HCl, diluted with water, and extracted into 100 mL of methylene chloride. The organic extract was washed with brine and concentrated to deliver 1.73 g (87%) of snow-white solid which did not require further purification. 1H NMR (CDCl3): δ 0.87 (t,... The reactants are O=C1N(C(C2=CC=CC=C12)=O)CCCC=NNC1=CC=C(C=C1)S(=O)(=O)NC1=CC=CC=C1 (4[2-[4-(1,3-Dihydro-1,3-dioxo-2H-isoindol-2-yl)butylidene]hydrazino]-N-phenyl benzenesulphonamide), B(F)(F)F (boron trifluride), C(C)(=O)O (acetic acid), C(=O)([O-])[O-].[Na+].[Na+] (Na2CO3). Solvent: O (water). Yields the product O=C1N(C(C2=CC=CC=C12)=O)CCC1=CNC2=CC=C(C=C12)S(=O)(=O)NC1=CC=CC=C1 (3-[2-(1,3-dihydro-1,3-dioxo-2H-isoindol-2-yl)ethyl]-N-phenyl-1H-indole-5-sulphonamide). RXN SMILES: O=C1C2C(=CC=CC=2)C(=O)N1CCCC=N[NH:17][C:18]1[CH:23]=[CH:22][C:21]([S:24]([NH:27][C:28]2[CH:33]=[CH:32][CH:31]=[CH:30][CH:29]=2)(=[O:26])=[O:25])=[CH:20][CH:19]=1.B(F)(F)F.[C:38]([O-:41])([O-])=O.[Na+].[Na+].[C:44]([OH:47])(=O)[CH3:45]>O>[O:47]=[C:44]1[C:45]2[C:30](=[CH:29][CH:28]=[CH:33][CH:32]=2)[C:38](=[O:41])[N:17]1[CH2:18][CH2:19][C:20]1[C:19]2[C:18](=[CH:23][CH:22]=[C:21]([S:24]([NH:27][C:28]3[CH:29]=[CH:30][CH:31]=[CH:32][CH:33]=3)(=[O:25])=[O:26])[CH:20]=2)[NH:17][CH:21]=1 |f:2.3.4|. Reported procedure: A solution of the product of stage (i) (5.08 g) in glacial acetic acid (40 ml) containing boron trifluride, etherate (6.7 ml) was heated on a steam bath for 15 min, cooled, diluted with water (200 ml) basified (Na2CO3) and extracted with ethyl acetate (2×200 ml). The combined organic extracts were dried (MgSO4) and evaporated in vacuo to give crude 3-[2-(1,3-dihydro-1,3-dioxo-2H-isoindol-2-yl)ethyl]-N-phenyl-1H-indole-5-sulphonamide as a foam (4.8 g). The foam was suspended in ethanol (100 ml) c...